This data is from the Open Reaction Database (ORD), a public repository of structured organic reaction records. The task is: describe an organic reaction: reactants, conditions, products, and yield Reactants: C(C)(=O)[O-].[K+] (Potassium acetate), O (water), IC1=CC=CC=C1 (4-iodobenzene), CC1=C(SC=C1)C(=O)OC (methyl 3-methylthiophene-2-carboxylate). Reagents/catalysts: C(C)(=O)[O-].[Pd+2].C(C)(=O)[O-] (palladium acetate). Run in CC(=O)N(C)C (dimethylacetamide). Reaction conditions: temperature 150 celsius. The product is CC1=C(SC(=C1)C1=CC=CC=C1)C(=O)OC (Methyl 3-methyl-5-phenyl-thiophene-2-carboxylate). The yield is 4.5%. As a reaction SMILES: I[C:2]1[CH:7]=[CH:6][CH:5]=[CH:4][CH:3]=1.[CH3:8][C:9]1[CH:13]=[CH:12][S:11][C:10]=1[C:14]([O:16][CH3:17])=[O:15].C([O-])(=O)C.[K+].O>CC(N(C)C)=O.C([O-])(=O)C.[Pd+2].C([O-])(=O)C>[CH3:8][C:9]1[CH:13]=[C:12]([C:2]2[CH:7]=[CH:6][CH:5]=[CH:4][CH:3]=2)[S:11][C:10]=1[C:14]([O:16][CH3:17])=[O:15] |f:2.3,6.7.8|. Procedure details: At room temperature, a solution of 4-iodobenzene (9.6 mmol) and methyl 3-methylthiophene-2-carboxylate (19.2 mmol) in dimethylacetamide (20 ml) were degassed with nitrogen for 15 minutes. Potassium acetate (0.87 mmol) and palladium acetate (0.02 mmol) were added, the reaction vessel was sealed and heated at 150° C. for 1 hour. Then, the reaction mixture was cooled down to room temperature and poured into water, extracted with dichloromethane, washed with brine, dried over sodium sulfate and evap... Starting materials: O=C(OOC(=O)c1ccccc1)c1ccccc1, COc1ccc2nccc(-c3ccc(C)cn3)c2n1, ClC(Cl)(Cl)Cl, O=C1CCC(=O)N1Br. The product is COc1ccc2nccc(-c3ccc(CBr)cn3)c2n1. Reaction SMILES: [C:28]([O:29][O:30][C:31](=[O:32])[c:33]1[cH:34][cH:35][cH:36][cH:37][cH:38]1)(=[O:39])[c:40]1[cH:41][cH:42][cH:43][cH:44][cH:45]1.[CH3:1][O:2][c:3]1[n:4][c:5]2[c:6](-[c:13]3[n:14][cH:15][c:16]([CH3:19])[cH:17][cH:18]3)[cH:7][cH:8][n:9][c:10]2[cH:11][cH:12]1.[Cl:46][C:47]([Cl:48])([Cl:49])[Cl:50].[O:20]=[C:21]1[N:22]([Br:27])[C:23](=[O:24])[CH2:25][CH2:26]1>>[CH3:1][O:2][c:3]1[n:4][c:5]2[c:6](-[c:13]3[n:14][cH:15][c:16]([CH2:19][Br:27])[cH:17][cH:18]3)[cH:7][cH:8][n:9][c:10]2[cH:11][cH:12]1. Starting materials: C[Si](C)(C)[N-][Si](C)(C)C.[Li+] (lithium bis(trimethylsilyl)amide), FC=1C=C(C=C(C1)F)C1=CC(=C(C=C1)C1=NC=CC2=CC(=CC=C12)S(=O)(=O)OC1=C(C(=C(C(=C1F)F)F)F)F)OC (perfluorophenyl 1-(3′,5′-difluoro-3-methoxy-[1,1′-biphenyl]-4-yl)isoquinoline-6-sulfonate), CC1=NC=CC(=N1)N (2-methylpyrimidin-4-amine), amine. Run in C1CCOC1 (THF). Run at time 40 minute. Yields the product FC=1C=C(C=C(C1)F)C1=CC(=C(C=C1)C1=NC=CC2=CC(=CC=C12)S(=O)(=O)NC1=NC(=NC=C1)C)OC (1-(3′,5′-difluoro-3-methoxy-[1,1′-biphenyl]-4-yl)-N-(2-methylpyrimidin-4-yl)isoquinoline-6-sulfonamide). Yield: 50.5%. As a reaction SMILES: [F:1][C:2]1[CH:3]=[C:4]([C:9]2[CH:14]=[CH:13][C:12]([C:15]3[C:24]4[C:19](=[CH:20][C:21]([S:25](OC5C(F)=C(F)C(F)=C(F)C=5F)(=[O:27])=[O:26])=[CH:22][CH:23]=4)[CH:18]=[CH:17][N:16]=3)=[C:11]([O:40][CH3:41])[CH:10]=2)[CH:5]=[C:6]([F:8])[CH:7]=1.[CH3:42][C:43]1[N:48]=[C:47]([NH2:49])[CH:46]=[CH:45][N:44]=1.C[Si]([N-][Si](C)(C)C)(C)C.[Li+]>C1COCC1>[F:1][C:2]1[CH:3]=[C:4]([C:9]2[CH:14]=[CH:13][C:12]([C:15]3[C:24]4[C:19](=[CH:20][C:21]([S:25]([NH:49][C:47]5[CH:46]=[CH:45][N:44]=[C:43]([CH3:42])[N:48]=5)(=[O:27])=[O:26])=[CH:22][CH:23]=4)[CH:18]=[CH:17][N:16]=3)=[C:11]([O:40][CH3:41])[CH:10]=2)[CH:5]=[C:6]([F:8])[CH:7]=1 |f:2.3|. Procedure details: A vial was charged with perfluorophenyl 1-(3′,5′-difluoro-3-methoxy-[1,1′-biphenyl]-4-yl)isoquinoline-6-sulfonate (INTERMEDIATE KKKKK; 64.75 mg, 0.109 mmol), 2-methylpyrimidin-4-amine (12.50 mg, 0.115 mmol), and THF (546 μl) (not all the amine dissolved). The vial was cooled in an ice-water bath for 10 min, then lithium bis(trimethylsilyl)amide (1M in THF) (229 μl, 0.229 mmol) was added. After 40 min, the mixture was loaded directly onto a silica gel loading column. The column was eluted onto a ... Reactants: NN=C(c1ccccc1)c1ccccc1, CC(=O)OO, CN(C)C=O, I, N=C(N)N, O=C([O-])[O-], O. Reaction SMILES: [C:1]([c:2]1[cH:3][cH:4][cH:5][cH:6][cH:7]1)([c:8]1[cH:9][cH:10][cH:11][cH:12][cH:13]1)=[N:14][NH2:15].[C:25]([O:26][OH:27])(=[O:28])[CH3:29].[CH3:30][N:31]([CH3:32])[CH:33]=[O:34].[I:16].[NH2:17][C:18](=[NH:19])[NH2:20].[O-:21][C:22](=[O:23])[O-:24].[OH2:35]>>[C:1]([c:2]1[cH:3][cH:4][cH:5][cH:6][cH:7]1)([c:8]1[cH:9][cH:10][cH:11][cH:12][cH:13]1)=[N+:14]=[N-:15]. The product is [N-]=[N+]=C(c1ccccc1)c1ccccc1. Reported procedure: To a stirred mixture of 30.4 parts of 1,3-propanediol and 90 parts of N,N-dimethylformamide were added 5.28 parts of a sodium hydride dispersion 50% at a temperature below 20° C. Stirring was continued for 2 hours at room temperature under nitrogen atmosphere. Then there were added dropwise 15.9 parts of 1,4-difluoro-2-nitrobenzene so that the temperature had been maintained below 30° C. Upon completion, stirring was continued overnight at room temperature. The reaction mixture was poured onto w... Run at time 2 hour. As a reaction SMILES: [CH2:1]([OH:5])[CH2:2][CH2:3][OH:4].[H-].[Na+].F[C:9]1[CH:14]=[CH:13][C:12]([F:15])=[CH:11][C:10]=1[N+:16]([O-:18])=[O:17]>CN(C)C=O>[F:15][C:12]1[CH:13]=[CH:14][C:9]([O:4][CH2:3][CH2:2][CH2:1][OH:5])=[C:10]([N+:16]([O-:18])=[O:17])[CH:11]=1 |f:1.2|. The solvent is CN(C=O)C (N,N-dimethylformamide). Yields the product FC1=CC(=C(OCCCO)C=C1)[N+](=O)[O-] (3-(4-fluoro-2-nitrophenoxy)propanol), intermediate 24. The reactants are [H-].[Na+] (sodium hydride), FC1=C(C=C(C=C1)F)[N+](=O)[O-] (1,4-difluoro-2-nitrobenzene), 30.4, C(CCO)O (1,3-propanediol). Starting materials: C(CCCCCC)C1=CC=CC=C1 (n-heptylbenzene), ice water, [Cl-].[Al+3].[Cl-].[Cl-] (aluminum chloride), COC(Cl)Cl (dichloromethyl methyl ether). Run in [N+](=O)([O-])CC (nitroethane), ClC(C)Cl (dichloroethane), ClC(C)Cl (dichloroethane). Reaction conditions: time 1 hour. Product: C(CCCCCC)C1=C(C=O)C=CC=C1 (2-heptylbenzaldehyde). Reaction SMILES: [CH2:1]([C:8]1[CH:13]=[CH:12][CH:11]=[CH:10][CH:9]=1)[CH2:2][CH2:3][CH2:4][CH2:5][CH2:6][CH3:7].[Cl-].[Al+3].[Cl-].[Cl-].[CH3:18][O:19]C(Cl)Cl>[N+](CC)([O-])=O.ClC(Cl)C>[CH2:1]([C:8]1[CH:9]=[CH:10][CH:11]=[CH:12][C:13]=1[CH:18]=[O:19])[CH2:2][CH2:3][CH2:4][CH2:5][CH2:6][CH3:7] |f:1.2.3.4|. Procedure: To a solution of 87.7 g of n-heptylbenzene in a mixture of 160 ml of nitroethane and 480 ml of dichloroethane was added little by little 79.5 g of anhydrous aluminum chloride with ice cooling, followed by adding dropwise a solution of 54.5 ml. of dichloromethyl methyl ether in 60 ml of dichloroethane. After completion of the addition, the reaction was carried out at 0° C. for a further one hour. The reaction mixture was poured into ice water and extracted with chloroform. The organic layer was w...